This data is from the Open Reaction Database (ORD), a public repository of structured organic reaction records. The task is: describe an organic reaction: reactants, conditions, products, and yield Reactants: Cl (HCl), [Mg] (magnesium), BrC1=CC2=C(C=C1)OCO2 (4-bromo-1,2-methylenedioxybenzene), C1OC=2C=C(C=CC2O1)[Mg]Br (3,4-methylenedioxyphenylmagnesium bromide), C1OC=2C=C(C=CC2O1)C1=C(C(C2=CC=CC=C12)=O)C(=O)OCC (ethyl 3-(3,4-methylenedioxyphenyl)-1-oxoindene-2-carboxylate). Run in C1CCOC1 (THF), C1CCOC1.CCOCC (THF Et2O), C1CCOC1.CCOCC (THF Et2O). Conditions: time 2 hour. Yields the product C1OC=2C=C(C=CC2O1)C1(C(=C(C2=CC=CC=C12)C1=CC2=C(C=C1)OCO2)C(=O)OCC)O (Ethyl(1RS)-1,3-di-(3,4-methylenedioxyphenyl)-1-hydroxyindene-2-carboxylate). Yield: 32.6%. As a reaction SMILES: [Mg].Br[C:3]1[CH:8]=[CH:7][C:6]2[O:9][CH2:10][O:11][C:5]=2[CH:4]=1.C1OC2C=CC([Mg]Br)=CC=2O1.[CH2:23]1[O:31][C:30]2[CH:29]=[CH:28][C:27]([C:32]3[C:40]4[C:35](=[CH:36][CH:37]=[CH:38][CH:39]=4)[C:34](=[O:41])[C:33]=3[C:42]([O:44][CH2:45][CH3:46])=[O:43])=[CH:26][C:25]=2[O:24]1.Cl>C1COCC1.CCOCC.C1COCC1>[CH2:10]1[O:9][C:6]2[CH:7]=[CH:8][C:3]([C:34]3([OH:41])[C:35]4[C:40](=[CH:39][CH:38]=[CH:37][CH:36]=4)[C:32]([C:27]4[CH:28]=[CH:29][C:30]5[O:31][CH2:23][O:24][C:25]=5[CH:26]=4)=[C:33]3[C:42]([O:44][CH2:45][CH3:46])=[O:43])=[CH:4][C:5]=2[O:11]1 |f:5.6|. Procedure: To dry magnesium turnings (0.25 g, 10 mmol) under an argon atmosphere was added a solution of 4-bromo-1,2-methylenedioxybenzene (2.1 g, 10 mmol) in 1:10 THF/Et2O (22 ml). The resulting solution was allowed to stir at room temperature for 2 h. During this time, additional THF (4 ml) was added. The resulting 3,4-methylenedioxyphenylmagnesium bromide was added to a solution of ethyl 3-(3,4-methylenedioxyphenyl)-1-oxoindene-2-carboxylate (0.50 g, 2 mmol) in 1:4 THF/Et2O (25 ml) under an argon atmosp...